Dataset: the Open Reaction Database (ORD), a public repository of structured organic reaction records. Task: describe an organic reaction: reactants, conditions, products, and yield Starting materials: Example 398, C(=O)(C(F)(F)F)O.CC#N (TFA CH3CN), OC=1C(=C2N(N=CC(=C2NC2=CC=C(C=C2)OC2=CC=CC=C2)C#N)C1)C (6-hydroxy-5-methyl-4-(4-phenoxy-phenylamino)-pyrrolo[1,2-b]pyridazine-3-carbonitrile), C(=O)(C(F)(F)F)O.O (TFA H2O). Yield: 76.0%. RXN SMILES: [OH:1][C:2]1[C:3](C)=[C:4]2[C:9]([NH:10][C:11]3[CH:16]=[CH:15][C:14]([O:17][C:18]4[CH:23]=[CH:22][CH:21]=[CH:20][CH:19]=4)=[CH:13][CH:12]=3)=[C:8]([C:24]#[N:25])[CH:7]=[N:6][N:5]2[CH:26]=1.[C:28](O)(C(F)(F)F)=[O:29].O.C(O)(C(F)(F)F)=O.CC#N>>[OH:1][C:2]1[C:3]([O:29][CH3:28])=[C:4]2[C:9]([NH:10][C:11]3[CH:16]=[CH:15][C:14]([O:17][C:18]4[CH:19]=[CH:20][CH:21]=[CH:22][CH:23]=4)=[CH:13][CH:12]=3)=[C:8]([C:24]#[N:25])[CH:7]=[N:6][N:5]2[CH:26]=1 |f:1.2,3.4|. Procedure: The title compound (26 mg, 76%) was prepared from Example 398 (38 mg, 0.092 mmol) by a route analogous to that used for the preparation of compound 397A. It has a retention time of 6.08 min. (Column: HTS, 5 u, 4.6×50 mm; Gradient: 5-100% B in 8.0 min; A=0.1% TFA/H2O; B=0.1% TFA/CH3CN; Run time 10 min; Det: 215 nM; FR: 1.2 ml/min); MS Found: (M+H)+=373.2 Yields the product OC=1C(=C2N(N=CC(=C2NC2=CC=C(C=C2)OC2=CC=CC=C2)C#N)C1)OC (6-Hydroxy-5-methoxy-4-(4-phenoxy-phenylamino)-pyrrolo[1,2-b]pyridazine-3-carbonitrile). Conditions: time 8 minute. Starting materials: C(#N)C1NC1 (2-cyano-aziridine), ClC(=O)OCC (ethyl chloroformate). Product: C(#N)C1N(C1)C(=O)OCC (ethyl 2-cyano-1-aziridine-carboxylate). Reaction SMILES: [C:1]([CH:3]1[CH2:5][NH:4]1)#[N:2].Cl[C:7]([O:9][CH2:10][CH3:11])=[O:8]>>[C:1]([CH:3]1[CH2:5][N:4]1[C:7]([O:9][CH2:10][CH3:11])=[O:8])#[N:2]. Procedure details: In an analogous manner, by reacting 2-cyano-aziridine with ethyl chloroformate, there is obtained ethyl 2-cyano-1-aziridine-carboxylate; b.p. 70°-75°C./0.01 mm.Hg. The reactants are BrC1=CC=C(C=C1)C(C\C(=N/O)\C=1C=CC(N(C1)C)=O)C1=C(C=C(C=C1)F)C ((E)-5-(3-(4-Bromophenyl)-3-(4-fluoro-2-methylphenyl)-1-(hydroxyimino)propyl)-1-methylpyridin-2(1H)-one), NC1=CC=C(C=C1)B1OC(C)(C)C(C)(C)O1 (4-aminophenylboronic acid pinacol ester). Product: NC1=CC=C(C=C1)C1=CC=C(C=C1)C(C\C(=N/O)\C=1C=CC(N(C1)C)=O)C1=C(C=C(C=C1)F)C (5-{3-(4′-Amino-biphenyl-4-yl)-3-(4-fluoro-2-methyl-phenyl)-1-[(E)-hydroxyimino]-propyl}-1-methyl-1H-pyridin-2-one). RXN SMILES: Br[C:2]1[CH:7]=[CH:6][C:5]([CH:8]([C:21]2[CH:26]=[CH:25][C:24]([F:27])=[CH:23][C:22]=2[CH3:28])[CH2:9]/[C:10](/[C:13]2[CH:14]=[CH:15][C:16](=[O:20])[N:17]([CH3:19])[CH:18]=2)=[N:11]\[OH:12])=[CH:4][CH:3]=1.[NH2:29][C:30]1[CH:35]=[CH:34][C:33](B2OC(C)(C)C(C)(C)O2)=[CH:32][CH:31]=1>>[NH2:29][C:30]1[CH:31]=[CH:32][C:33]([C:2]2[CH:3]=[CH:4][C:5]([CH:8]([C:21]3[CH:26]=[CH:25][C:24]([F:27])=[CH:23][C:22]=3[CH3:28])[CH2:9]/[C:10](/[C:13]3[CH:14]=[CH:15][C:16](=[O:20])[N:17]([CH3:19])[CH:18]=3)=[N:11]\[OH:12])=[CH:6][CH:7]=2)=[CH:34][CH:35]=1. Procedure details: In analogy to example 166, from (E)-5-(3-(4-bromophenyl)-3-(4-fluoro-2-methylphenyl)-1-(hydroxyimino)propyl)-1-methylpyridin-2(1H)-one (example 224) and 4-aminophenylboronic acid pinacol ester (CAS RN: [214360-73-3]) was prepared the title compound as a light brown foam, MS (ESI+): m/z=456.21 [M+H]+. The reactants are ClC=1C=C(CNC(=O)C2(CCN(CC2)C)C2=CC=C(C=C2)I)C=C(C1)Cl (4-(4-iodo-phenyl)-1-methyl-piperidine-4-carboxylic acid 3,5-dichloro-benzylamide), CCO (EtOH), C(#N)C=1C=C(C=CC1)B(O)O (3-cyanophenylboronic acid), C(=O)([O-])[O-].[Na+].[Na+] (Na2CO3). The reagents and catalysts are C=1C=CC(=CC1)[P](C=2C=CC=CC2)(C=3C=CC=CC3)[Pd]([P](C=4C=CC=CC4)(C=5C=CC=CC5)C=6C=CC=CC6)([P](C=7C=CC=CC7)(C=8C=CC=CC8)C=9C=CC=CC9)[P](C=1C=CC=CC1)(C=1C=CC=CC1)C=1C=CC=CC1 (Pd(PPh3)4). Reported procedure: To a solution of 4-(4-iodo-phenyl)-1-methyl-piperidine-4-carboxylic acid pyridine salt (0.44 g, 1.04 mmol, see Example 6) and 3,5-dichlorobenzylamine (0.22 g, 1.24 mmol, 1.2 eq) in anhydrous DMF (5 mL) was added DIC (0.326 mL, 2.08 mmol, 2 eq) followed by DMAP (0.006 g, 0.052 mmol, 5%). The mixture was stirred at room temperature for 16 h and then it was partitioned between EtOAc (50 mL) and saturated aqueous NaHCO3 (50 mL). The organic layer was separated, washed with H2O (3×40 mL) and saturate... Yield: 8.8%. The product is ClC=1C=C(CNC(=O)C2(CCN(CC2)C)C2=CC=C(C=C2)C2=CC(=CC=C2)C#N)C=C(C1)Cl (4-(3′-cyano-biphenyl-4-yl)-1-methyl-piperidine-4-carboxylic acid 3,5-dichloro-benzylamide). The solvent is O (H2O), C1(=CC=CC=C1)C (toluene). Reaction SMILES: [Cl:1][C:2]1[CH:3]=[C:4]([CH:23]=[C:24]([Cl:26])[CH:25]=1)[CH2:5][NH:6][C:7]([C:9]1([C:16]2[CH:21]=[CH:20][C:19](I)=[CH:18][CH:17]=2)[CH2:14][CH2:13][N:12]([CH3:15])[CH2:11][CH2:10]1)=[O:8].[C:27]([C:29]1[CH:30]=[C:31](B(O)O)[CH:32]=[CH:33][CH:34]=1)#[N:28].C([O-])([O-])=O.[Na+].[Na+].CCO>C1(C)C=CC=CC=1.C1C=CC([P]([Pd]([P](C2C=CC=CC=2)(C2C=CC=CC=2)C2C=CC=CC=2)([P](C2C=CC=CC=2)(C2C=CC=CC=2)C2C=CC=CC=2)[P](C2C=CC=CC=2)(C2C=CC=CC=2)C2C=CC=CC=2)(C2C=CC=CC=2)C2C=CC=CC=2)=CC=1.O>[Cl:1][C:2]1[CH:3]=[C:4]([CH:23]=[C:24]([Cl:26])[CH:25]=1)[CH2:5][NH:6][C:7]([C:9]1([C:16]2[CH:21]=[CH:20][C:19]([C:33]3[CH:32]=[CH:31][CH:30]=[C:29]([C:27]#[N:28])[CH:34]=3)=[CH:18][CH:17]=2)[CH2:14][CH2:13][N:12]([CH3:15])[CH2:11][CH2:10]1)=[O:8] |f:2.3.4,^1:57,59,78,97|. The reactants are C([O-])([O-])=O.[Na+].[Na+] (sodium carbonate), [N+](=O)([O-])C1=CC=C(C=CC2=CC=C(C=C2)C=CC2=CC=C(C=C2)[N+](=O)[O-])C=C1 (1,4-bis(4-nitrostyryl)benzene), aqueous solution, Cl (hydrochloric acid), O (water). The reagents and catalysts are [Fe] (iron). Solvent: CN(C=O)C (N,N-dimethyl formamide). Conditions: time 1.5 hour. Product: NC1=CC=C(C=CC2=CC=C(C=C2)C=CC2=CC=C(C=C2)N)C=C1 (1,4-bis(4-aminostyryl)benzene). Isolated yield 96.2%. RXN SMILES: [N+:1]([C:4]1[CH:28]=[CH:27][C:7]([CH:8]=[CH:9][C:10]2[CH:15]=[CH:14][C:13]([CH:16]=[CH:17][C:18]3[CH:23]=[CH:22][C:21]([N+:24]([O-])=O)=[CH:20][CH:19]=3)=[CH:12][CH:11]=2)=[CH:6][CH:5]=1)([O-])=O.Cl.O.C(=O)([O-])[O-].[Na+].[Na+]>[Fe].CN(C)C=O>[NH2:1][C:4]1[CH:5]=[CH:6][C:7]([CH:8]=[CH:9][C:10]2[CH:15]=[CH:14][C:13]([CH:16]=[CH:17][C:18]3[CH:19]=[CH:20][C:21]([NH2:24])=[CH:22][CH:23]=3)=[CH:12][CH:11]=2)=[CH:27][CH:28]=1 |f:3.4.5|. Reported procedure: 25.9 g of 1,4-bis(4-nitrostyryl)benzene were added to a mixture consisting of 50 g of iron powder, 12 ml of undiluted hydrochloric acid, 50 ml of water and 800 ml of N,N-dimethyl formamide and subjected to 1.5 hours' intense stirring at a temperature in the range of from 90° to 100° C. Thereafter, the pH value was adjusted to be 8 by means of 10% aqueous solution of sodium carbonate while thus heating, and the undissolved matter was filtered. From the resulting filtrate were separated yellow cry... Reactants: C(C)(C)(C)OC(=O)NN=C1CCN(CC1)C(=O)OCC1C2=CC=CC=C2C=2C=CC=CC12 (9H-fluoren-9-ylmethyl 4-[(t-butoxycarbonyl)hydrazono]piperidine-1-carboxylate), [H][H] (hydrogen). The reagents and catalysts are [Pt]=O (platinum oxide). Solvent: C(C)(=O)O (acetic acid). Yields the product C(C)(C)(C)OC(=O)NNC1CCN(CC1)C(=O)OCC1C2=CC=CC=C2C=2C=CC=CC12 (9H-Fluoren-9-ylmethyl 4-[(t-butoxycarbonyl)hydrazino]piperidine-1-carboxylate). Reaction SMILES: [C:1]([O:5][C:6]([NH:8][N:9]=[C:10]1[CH2:15][CH2:14][N:13]([C:16]([O:18][CH2:19][CH:20]2[C:32]3[CH:31]=[CH:30][CH:29]=[CH:28][C:27]=3[C:26]3[C:21]2=[CH:22][CH:23]=[CH:24][CH:25]=3)=[O:17])[CH2:12][CH2:11]1)=[O:7])([CH3:4])([CH3:3])[CH3:2].[H][H]>C(O)(=O)C.[Pt]=O>[C:1]([O:5][C:6]([NH:8][NH:9][CH:10]1[CH2:15][CH2:14][N:13]([C:16]([O:18][CH2:19][CH:20]2[C:21]3[CH:22]=[CH:23][CH:24]=[CH:25][C:26]=3[C:27]3[C:32]2=[CH:31][CH:30]=[CH:29][CH:28]=3)=[O:17])[CH2:12][CH2:11]1)=[O:7])([CH3:4])([CH3:2])[CH3:3]. Procedure: A solution of 9H-fluoren-9-ylmethyl 4-[(t-butoxycarbonyl)hydrazono]piperidine-1-carboxylate (10.0 g, 22.9 mmol) in acetic acid (150 mL) was shaken with platinum oxide (1.0 g) under 45 psi hydrogen on a Parr apparatus for 2 h. The solution was filtered and concentrated to give the title compound. Reactants: ClC1=CC(=C(C=C1)NC(C)=O)C=C (N-(4-chloro-2-vinyl-phenyl)-acetamide), BrCC=1C(=NC(=C(C1)F)Cl)Cl (3-bromomethyl-2,6-dichloro-5-fluoro-pyridine), C(C)(=O)N1CC2=C(C=CC3=C1C=CC=C3)N=C(C(=C2)F)Cl (6-Acetyl-2-chloro-3-fluoro-5,6-dihydro-pyrido[3,2-c][1]benzazocine). Product: C(C)(=O)N1CC2=C(C=CC3=C1C=CC(=C3)Cl)N=C(C(=C2)F)Cl (6-Acetyl-2,9-dichloro-3-fluoro-5,6-dihydropyrido[3,2-c][1]benzazocine). RXN SMILES: [Cl:1][C:2]1[CH:7]=[CH:6][C:5]([NH:8][C:9](=[O:11])[CH3:10])=[C:4]([CH:12]=[CH2:13])[CH:3]=1.Br[CH2:15][C:16]1[C:17](Cl)=[N:18][C:19]([Cl:23])=[C:20]([F:22])[CH:21]=1.C(N1C2C=CC=CC=2C=CC2N=C(Cl)C(F)=CC=2C1)(=O)C>>[C:9]([N:8]1[C:5]2[CH:6]=[CH:7][C:2]([Cl:1])=[CH:3][C:4]=2[CH:12]=[CH:13][C:17]2[N:18]=[C:19]([Cl:23])[C:20]([F:22])=[CH:21][C:16]=2[CH2:15]1)(=[O:11])[CH3:10]. Procedure details: Compound 9C was prepared from 9B and 1B by a route analogous to that used for the preparation of 1D. HPLC Rt=3.146 min; LCMS Found: (M+H)+=337.